This data is from the Open Reaction Database (ORD), a public repository of structured organic reaction records. The task is: describe an organic reaction: reactants, conditions, products, and yield Starting materials: CCO, CC(=O)N1CCC(c2nc(CO)c(-c3ccc(F)cc3)o2)CC1, [Na+], [OH-], O. Product: OCc1nc(C2CCNCC2)oc1-c1ccc(F)cc1. As a reaction SMILES: [CH3:26][CH2:27][OH:28].[F:1][c:2]1[cH:3][cH:4][c:5](-[c:8]2[c:9]([CH2:22][OH:23])[n:10][c:11]([CH:13]3[CH2:14][CH2:15][N:16]([C:19](=[O:20])[CH3:21])[CH2:17][CH2:18]3)[o:12]2)[cH:6][cH:7]1.[Na+:25].[OH-:24].[OH2:29]>>[F:1][c:2]1[cH:3][cH:4][c:5](-[c:8]2[c:9]([CH2:22][OH:23])[n:10][c:11]([CH:13]3[CH2:14][CH2:15][NH:16][CH2:17][CH2:18]3)[o:12]2)[cH:6][cH:7]1. Reactants: N1(CCOCC1)C(=O)NC(C(=O)OCC)C(C1=CC=CC=C1)(C)C (Ethyl 2(R,S)-[[(4-morpholinyl)carbonyl]amino]-3, 3-dimethyl-3-phenylpropionate), [OH-].[Na+] (sodium hydroxide). Solvent: O1CCOCC1 (dioxane), O (water). Reaction conditions: temperature 35 celsius, time 16 hour. Product: N1(CCOCC1)C(=O)NC(C(=O)O)C(C1=CC=CC=C1)(C)C (2(R,S)-[[(4-Morpholinyl)carbonyl]amino]-3, 3-dimethyl-3-phenylpropionic acid). Isolated yield 93.0%. As a reaction SMILES: [N:1]1([C:7]([NH:9][CH:10]([C:16]([CH3:24])([CH3:23])[C:17]2[CH:22]=[CH:21][CH:20]=[CH:19][CH:18]=2)[C:11]([O:13]CC)=[O:12])=[O:8])[CH2:6][CH2:5][O:4][CH2:3][CH2:2]1.[OH-].[Na+]>O1CCOCC1.O>[N:1]1([C:7]([NH:9][CH:10]([C:16]([CH3:24])([CH3:23])[C:17]2[CH:22]=[CH:21][CH:20]=[CH:19][CH:18]=2)[C:11]([OH:13])=[O:12])=[O:8])[CH2:6][CH2:5][O:4][CH2:3][CH2:2]1 |f:1.2|. Reported procedure: A solution of the product from Example 115 (2 g, 5.99 mmol) in dioxane (10 ml) was treated with 0.26 g (6.5 mmol) of sodium hydroxide in 5 ml of water. After stirring for 16 h at 35° C., the reaction was worked up as described in Example 114 to give a 93% yield of product. The reactants are C(C)(C)(C)OC(=O)N1CC(CC1)C=O (3-Formyl-pyrrolidine-1-carboxylic acid tert-butyl ester), C(C)OP(OCC)(=O)C(C(C)=O)=[N+]=[N-] ((1-Diazo-2-oxo-propyl)-phosphonic acid diethyl ester), C(=O)([O-])[O-].[K+].[K+] (K2CO3). The solvent is CO (MeOH). Run at time 2 hour. Product: C(C)(C)(C)OC(=O)N1CC(CC1)C#C (3-Ethynyl-pyrrolidine-1-carboxylic acid tert-butyl ester). Reaction SMILES: [C:1]([O:5][C:6]([N:8]1[CH2:12][CH2:11][CH:10]([CH:13]=O)[CH2:9]1)=[O:7])([CH3:4])([CH3:3])[CH3:2].[CH2:15](OP(C(=[N+]=[N-])C(=O)C)(=O)OCC)C.C([O-])([O-])=O.[K+].[K+]>CO>[C:1]([O:5][C:6]([N:8]1[CH2:12][CH2:11][CH:10]([C:13]#[CH:15])[CH2:9]1)=[O:7])([CH3:4])([CH3:3])[CH3:2] |f:2.3.4|. Procedure: To 1.23 g (6.17 mmol) 3-Formyl-pyrrolidine-1-carboxylic acid tert-butyl ester in 30 mL dry MeOH was added at room temperature 1.42 g (7.41 mmol) (1-Diazo-2-oxo-propyl)-phosphonic acid diethyl ester and 1.71 g (12.4 mmol) K2CO3 and stirring was continued for 2 h. 10 g of silica gel was added to the reaction mixture, stirring continued for 20 min and then filtered. After evaporation of the solvent the residue was purified by column chromatography (silica, cyclohexane/EtOAc 1:1). The reactants are C(C)(C)(C)C1=CC=C(C=C1)C=1SC(=C(N1)CCO)C (2-[2-(4-tert-butyl-phenyl)-5-methyl-thiazol-4-yl]-ethanol), C1(=CC=CC=C1)P(C1=CC=CC=C1)C1=CC=CC=C1 (triphenylphosphine), N(=NC(=O)OCC)C(=O)OCC (diethyl azodicarboxylate), C(C)OC(C(CC1=C(C=C(C=C1)O)C)OCC)=O ([rac]-2-ethoxy-3-(4-hydroxy-2-methyl-phenyl)-propionic acid ethyl ester). Yields the product C(C)OC(C(CC1=C(C=C(C=C1)OCCC=1N=C(SC1C)C1=CC=C(C=C1)C(C)(C)C)C)OCC)=O ([rac]-3-(4-{2-[2-(4-tert-butyl-phenyl)-5-methyl-thiazol-4-yl]-ethoxy}-2-methyl-phenyl)-2-ethoxy-propionic acid ethyl ester). Reaction SMILES: [CH2:1]([O:3][C:4](=[O:18])[CH:5]([O:15][CH2:16][CH3:17])[CH2:6][C:7]1[CH:12]=[CH:11][C:10]([OH:13])=[CH:9][C:8]=1[CH3:14])[CH3:2].[C:19]([C:23]1[CH:28]=[CH:27][C:26]([C:29]2[S:30][C:31]([CH3:37])=[C:32]([CH2:34][CH2:35]O)[N:33]=2)=[CH:25][CH:24]=1)([CH3:22])([CH3:21])[CH3:20].C1(P(C2C=CC=CC=2)C2C=CC=CC=2)C=CC=CC=1.N(C(OCC)=O)=NC(OCC)=O>>[CH2:1]([O:3][C:4](=[O:18])[CH:5]([O:15][CH2:16][CH3:17])[CH2:6][C:7]1[CH:12]=[CH:11][C:10]([O:13][CH2:35][CH2:34][C:32]2[N:33]=[C:29]([C:26]3[CH:25]=[CH:24][C:23]([C:19]([CH3:20])([CH3:22])[CH3:21])=[CH:28][CH:27]=3)[S:30][C:31]=2[CH3:37])=[CH:9][C:8]=1[CH3:14])[CH3:2]. Procedure: In analogy to the procedure described in example 10 c], [rac]-2-ethoxy-3-(4-hydroxy-2-methyl-phenyl)-propionic acid ethyl ester (example 10 b]) was reacted with 2-[2-(4-tert-butyl-phenyl)-5-methyl-thiazol-4-yl]-ethanol in the presence of triphenylphosphine and diethyl azodicarboxylate to yield [rac]-3-(4-{2-[2-(4-tert-butyl-phenyl)-5-methyl-thiazol-4-yl]-ethoxy}-2-methyl-phenyl)-2-ethoxy-propionic acid ethyl ester as colorless oil. Reactants: C(C)OC(C(C(C)=O)CC(=O)C1=CC=C(C=C1)F)=O (2-[2-(4-fluoro-phenyl)-2-oxo-ethyl]-3-oxo-butyric acid ethyl ester), ClCC(C(C)(C)C)=O (1-chloro-3,3-dimethyl-butan-2-one). Product: C(C)OC(C(CC(C(C)(C)C)=O)C(C)=O)=O (2-Acetyl-5,5-dimethyl-4-oxo-hexanoic acid ethyl ester). As a reaction SMILES: [CH2:1]([O:3][C:4](=[O:19])[CH:5]([CH2:9][C:10]([C:12]1[CH:17]=CC(F)=C[CH:13]=1)=[O:11])[C:6](=[O:8])[CH3:7])[CH3:2].Cl[CH2:21]C(=O)C(C)(C)C>>[CH2:1]([O:3][C:4](=[O:19])[CH:5]([C:6](=[O:8])[CH3:7])[CH2:9][C:10](=[O:11])[C:12]([CH3:13])([CH3:17])[CH3:21])[CH3:2]. Procedure details: Prepared in analogy to that of 2-[2-(4-fluoro-phenyl)-2-oxo-ethyl]-3-oxo-butyric acid ethyl ester from 1-chloro-3,3-dimethyl-butan-2-one. The title compound, 1H NMR (200 MHz, CDCl3): δ (ppm)=4.19 (q, 2H, J=7.2 Hz), 4.02 (m, 1H), 3.23 (dd, 1H, J=8.2 Hz, 18.4 Hz), 3.00 (dd, J=6.0 Hz, J=18.4 Hz), 2.37 (s, 3H), 1.8 (t, 3H, J=7.2 Hz), 1.17 (s, 9H).